This data is from the Open Reaction Database (ORD), a public repository of structured organic reaction records. The task is: describe an organic reaction: reactants, conditions, products, and yield Starting materials: CC#N, ICCCCI, NC1CCCC2C1NC(=O)C(=O)N2Cc1ccccc1, [Na+], O=C([O-])O. The product is O=C1NC2C(N3CCCC3)CCCC2N(Cc2ccccc2)C1=O. As a reaction SMILES: [CH3:32][C:33]#[N:34].[I:26][CH2:27][CH2:28][CH2:29][CH2:30][I:31].[NH2:1][CH:2]1[CH:3]2[NH:4][C:5](=[O:20])[C:6](=[O:19])[N:7]([CH2:12][c:13]3[cH:14][cH:15][cH:16][cH:17][cH:18]3)[CH:8]2[CH2:9][CH2:10][CH2:11]1.[Na+:25].[O-:21][C:22]([OH:23])=[O:24]>>[N:1]1([CH:2]2[CH:3]3[NH:4][C:5](=[O:20])[C:6](=[O:19])[N:7]([CH2:12][c:13]4[cH:14][cH:15][cH:16][cH:17][cH:18]4)[CH:8]3[CH2:9][CH2:10][CH2:11]2)[CH2:27][CH2:28][CH2:29][CH2:30]1. Reactants: C(C1=CC=CC=C1)N(CCN1C=C(C(C2=CC=C(N=C12)C)=O)C(=O)OCC)CC1=CC=CC=C1 (1-[2-(Dibenzylamino)ethyl]-1,4-dihydro-7-methyl-4-oxo-1,8-naphthyridine-3-carboxylic acid, ethyl ester), C(C1=CC=CC=C1)N(CCBr)CC1=CC=CC=C1 (2-Dibenzylaminoethyl bromide). Product: CN(CCN1C=C(C(C2=CC=C(N=C12)C)=O)C(=O)OCC)C (1(2-Dimethylaminoethyl)-1,4-dihydro-7-methyl-4-oxo-1,8-naphthyridine-3-carboxylic acid, ethyl ester). Reaction SMILES: [CH2:1]([N:8]([CH2:28]C1C=CC=CC=1)[CH2:9][CH2:10][N:11]1[C:20]2[C:15](=[CH:16][CH:17]=[C:18]([CH3:21])[N:19]=2)[C:14](=[O:22])[C:13]([C:23]([O:25][CH2:26][CH3:27])=[O:24])=[CH:12]1)C1C=CC=CC=1.C(N(CC1C=CC=CC=1)CCBr)C1C=CC=CC=1>>[CH3:28][N:8]([CH3:1])[CH2:9][CH2:10][N:11]1[C:20]2[C:15](=[CH:16][CH:17]=[C:18]([CH3:21])[N:19]=2)[C:14](=[O:22])[C:13]([C:23]([O:25][CH2:26][CH3:27])=[O:24])=[CH:12]1. Reported procedure: 1-[2-(Dibenzylamino)ethyl]-1,4-dihydro-7-methyl-4-oxo-1,8-naphthyridine-3-carboxylic acid, ethyl ester, m.p. 170°-174° (72 %) (2-Dibenzylaminoethyl bromide). Starting materials: COc1cc(CCc2cc(N)[nH]n2)cc(OC)c1, CCN(C(C)C)C(C)C, O=C(Cl)C(=O)Cl, ClCCl, CN(C)C=O, O=C(O)c1ccc(F)cc1. Yields the product COc1cc(CCc2cc(NC(=O)c3ccc(F)cc3)[nH]n2)cc(OC)c1. RXN SMILES: [CH3:31][O:32][c:33]1[cH:34][c:35]([CH2:41][CH2:42][c:43]2[cH:44][c:45]([NH2:48])[nH:46][n:47]2)[cH:36][c:37]([O:39][CH3:40])[cH:38]1.[CH:22]([N:23]([CH2:24][CH3:25])[CH:26]([CH3:27])[CH3:28])([CH3:29])[CH3:30].[Cl:1][C:2]([C:3]([Cl:4])=[O:5])=[O:6].[Cl:49][CH2:50][Cl:51].[O:17]=[CH:18][N:19]([CH3:20])[CH3:21].[OH:7][C:8](=[O:9])[c:10]1[cH:11][cH:12][c:13]([F:14])[cH:15][cH:16]1>>[C:8](=[O:9])([c:10]1[cH:11][cH:12][c:13]([F:14])[cH:15][cH:16]1)[NH:48][c:45]1[cH:44][c:43]([CH2:42][CH2:41][c:35]2[cH:34][c:33]([O:32][CH3:31])[cH:38][c:37]([O:39][CH3:40])[cH:36]2)[n:47][nH:46]1. The reactants are OO (Hydrogen peroxide), ClC1=C(C(=CC(=C1)C(F)(F)F)Cl)N1N=C(C(=C1C)SC)C=NO (1-[2,6-dichloro-4-(trifluoromethyl)phenyl]-5-methyl-4-methylthio-1H-pyrazole-3-carboxaldehyde oxime). Run in FC(C(=O)O)(F)F (trifluoroacetic acid). The product is ClC1=C(C(=CC(=C1)C(F)(F)F)Cl)N1N=C(C(=C1C)S(=O)C)C=NO (1-[2,6-dichloro-4-(trifluoromethyl)phenyl]-5-methyl-4-methylsulfinyl-1H-pyrazole-3-carboxaldehyde oxime). RXN SMILES: [OH:1]O.[Cl:3][C:4]1[CH:9]=[C:8]([C:10]([F:13])([F:12])[F:11])[CH:7]=[C:6]([Cl:14])[C:5]=1[N:15]1[C:19]([CH3:20])=[C:18]([S:21][CH3:22])[C:17]([CH:23]=[N:24][OH:25])=[N:16]1>FC(F)(F)C(O)=O>[Cl:3][C:4]1[CH:9]=[C:8]([C:10]([F:12])([F:13])[F:11])[CH:7]=[C:6]([Cl:14])[C:5]=1[N:15]1[C:19]([CH3:20])=[C:18]([S:21]([CH3:22])=[O:1])[C:17]([CH:23]=[N:24][OH:25])=[N:16]1. Reported procedure: 30% Hydrogen peroxide solution (0.32 ml) was added to a solution of 1-[2,6-dichloro-4-(trifluoromethyl)phenyl]-5-methyl-4-methylthio-1H-pyrazole-3-carboxaldehyde oxime (0.8 g) in trifluoroacetic acid at 20° C. The reaction solution was partitioned between water and dichloromethane and the organic layer dried (magnesium sulfate), evaporated and flash-chromatographed on silica gel, eluting with dichloromethane/ethyl acetate (3:1) to give 1-[2,6-dichloro-4-(trifluoromethyl)phenyl]-5-methyl-4-methyl... Reactants: C(C1=CC=CC=C1)OC=1C=C2C(N(C(N(C2=CC1)C1CCN(CC1)C(=O)OC(C)(C)C)=O)CC1=CC(=C(C=C1)OC)OC)=O (1,1-Dimethylethyl 4-[6-(benzyloxy)-3-(3,4-dimethoxybenzyl)-2,4-dioxo-3,4-dihydroquinazolin-1(2H)-yl]piperidine-1-carboxylate), C(=O)(C(F)(F)F)O (TFA), C(=O)([O-])[O-].[K+].[K+] (K2CO3). Solvent: C(Cl)Cl (DCM). Reaction conditions: time 2 hour. The product is C(C1=CC=CC=C1)OC=1C=C2C(N(C(N(C2=CC1)C1CCNCC1)=O)CC1=CC(=C(C=C1)OC)OC)=O (6-(Benzyloxy)-3-(3,4-dimethoxybenzyl)-1-(piperidin-4-yl)quinazoline-2,4(1H,3H)-dione). The yield is 91.5%. Reaction SMILES: [CH2:1]([O:8][C:9]1[CH:10]=[C:11]2[C:16](=[CH:17][CH:18]=1)[N:15]([CH:19]1[CH2:24][CH2:23][N:22](C(OC(C)(C)C)=O)[CH2:21][CH2:20]1)[C:14](=[O:32])[N:13]([CH2:33][C:34]1[CH:39]=[CH:38][C:37]([O:40][CH3:41])=[C:36]([O:42][CH3:43])[CH:35]=1)[C:12]2=[O:44])[C:2]1[CH:7]=[CH:6][CH:5]=[CH:4][CH:3]=1.C(O)(C(F)(F)F)=O.C([O-])([O-])=O.[K+].[K+]>C(Cl)Cl>[CH2:1]([O:8][C:9]1[CH:10]=[C:11]2[C:16](=[CH:17][CH:18]=1)[N:15]([CH:19]1[CH2:20][CH2:21][NH:22][CH2:23][CH2:24]1)[C:14](=[O:32])[N:13]([CH2:33][C:34]1[CH:39]=[CH:38][C:37]([O:40][CH3:41])=[C:36]([O:42][CH3:43])[CH:35]=1)[C:12]2=[O:44])[C:2]1[CH:7]=[CH:6][CH:5]=[CH:4][CH:3]=1 |f:2.3.4|. Procedure details: A mixture of 3.5 g of 1,1-dimethylethyl 4-[6-(benzyloxy)-3-(3,4-dimethoxybenzyl)-2,4-dioxo-3,4-dihydroquinazolin-1(2H)-yl]piperidine-1-carboxylate obtained in stage 1.5 and 25 ml of TFA in 50 ml of DCM is stirred at AT for 2 h 00. The mixture is neutralized with K2CO3. It is filtered and the filtrate is evaporated under reduced pressure. The residue is taken up in DCM and washed with a saturated NaHCO3 solution and then with an 8% NaOH solution. The solution is dried over Na2SO4 and filtered, an... Starting materials: CCN(C(C)C)C(C)C, Fc1ccnc(Cl)c1, C1CC2(CCN1)OCCO2, C1COCCO1. The product is Clc1cc(N2CCC3(CC2)OCCO3)ccn1. RXN SMILES: [CH:19]([N:20]([CH2:21][CH3:22])[CH:23]([CH3:24])[CH3:25])([CH3:26])[CH3:27].[Cl:11][c:12]1[n:13][cH:14][cH:15][c:16]([F:18])[cH:17]1.[O:1]1[CH2:2][CH2:3][O:4][C:5]12[CH2:6][CH2:7][NH:8][CH2:9][CH2:10]2.[O:28]1[CH2:29][CH2:30][O:31][CH2:32][CH2:33]1>>[O:1]1[CH2:2][CH2:3][O:4][C:5]12[CH2:6][CH2:7][N:8]([c:16]1[cH:15][cH:14][n:13][c:12]([Cl:11])[cH:17]1)[CH2:9][CH2:10]2. Starting materials: CC(C)([O-])C.[K+] (potassium tertiary butoxide), Cl (hydrochloric acid), COC=1C=C(C=CC1OCC1=NC2=CC=CC=C2C=C1)CC(=O)OC (Methyl 2-[3-methoxy-4-(quinolin-2-yl-methoxy)phenyl]acetate), C1(CCCCCCC1)Br (cyclooctyl bromide). Run in CN(C)C=O (DMF), CN(C=O)C (dimethylformamide). The product is COC=1C=C(C=CC1OCC1=NC2=CC=CC=C2C=C1)C(C(=O)OC)C1CCCCCCC1 (Methyl 2-[3-methoxy-4-(quinolin-2-yl-methoxy)phenyl]-2-cyclooctylacetate). Reaction SMILES: [CH3:1][O:2][C:3]1[CH:4]=[C:5]([CH2:21][C:22]([O:24][CH3:25])=[O:23])[CH:6]=[CH:7][C:8]=1[O:9][CH2:10][C:11]1[CH:20]=[CH:19][C:18]2[C:13](=[CH:14][CH:15]=[CH:16][CH:17]=2)[N:12]=1.[CH:26]1(Br)[CH2:33][CH2:32][CH2:31][CH2:30][CH2:29][CH2:28][CH2:27]1.CC(C)([O-])C.[K+].Cl>CN(C)C=O>[CH3:1][O:2][C:3]1[CH:4]=[C:5]([CH:21]([CH:26]2[CH2:33][CH2:32][CH2:31][CH2:30][CH2:29][CH2:28][CH2:27]2)[C:22]([O:24][CH3:25])=[O:23])[CH:6]=[CH:7][C:8]=1[O:9][CH2:10][C:11]1[CH:20]=[CH:19][C:18]2[C:13](=[CH:14][CH:15]=[CH:16][CH:17]=2)[N:12]=1 |f:2.3|. Procedure: 7.68 g (23 mmol) of the compound from Example XXIII and 4.4 g (23 mmol) of cyclooctyl bromide are dissolved in 100 ml of dimethylformamide. 3.36 g (30 mmol) of potassium tertiary butoxide, dissolved in 30 ml of DMF, are added dropwise to this mixture at 0°-10° C. with stirring. The mixture is subsequently stirred at room temperature for a further two hours and then treated with 30 ml of 1N hydrochloric acid. The solvent is then evaporated in vacuo, the residue is taken up in 200 ml of dichlorome...